Dataset: the Open Reaction Database (ORD), a public repository of structured organic reaction records. Task: describe an organic reaction: reactants, conditions, products, and yield Reactants: [BH4-], CCCOc1ccc(C=O)cc1OCCC, CO, [Na+], O. The product is CCCOc1ccc(CO)cc1OCCC. RXN SMILES: [BH4-:19].[CH2:1]([CH2:2][CH3:3])[O:4][c:5]1[cH:6][c:7]([CH:8]=[O:9])[cH:10][cH:11][c:12]1[O:13][CH2:14][CH2:15][CH3:16].[CH3:17][OH:18].[Na+:20].[OH2:21]>>[CH2:1]([CH2:2][CH3:3])[O:4][c:5]1[cH:6][c:7]([CH2:8][OH:9])[cH:10][cH:11][c:12]1[O:13][CH2:14][CH2:15][CH3:16]. Starting materials: Cl.ON (hydroxyamine hydrochloride), C([O-])([O-])=O.[K+].[K+] (potassium carbonate), CC(CCC(=O)N1CCN(CC1)C1=NC=CC(=N1)C#N)(C)C (1-(4,4-Dimethylpentanoyl)-4-(4-cyanopyrimidin-2-yl)piperazine). The solvent is C(C)O (ethanol). Procedure: 1-(4,4-Dimethylpentanoyl)-4-(4-cyanopyrimidin-2-yl)piperazine (540 mg) obtained in Example 54 was dissolved in ethanol (5 mL), and hydroxyamine hydrochloride (386 mg) and potassium carbonate (995 mg) were added thereto and heated under reflux for 2 hours. Then, the solvent was evaporated away, and the resulting residue was diluted with ethyl acetate, washed with water and saturated saline water, and dried with anhydrous sodium sulfate. The solvent was evaporated away to obtain 476 mg of the enti... RXN SMILES: [CH3:1][C:2]([CH3:22])([CH3:21])[CH2:3][CH2:4][C:5]([N:7]1[CH2:12][CH2:11][N:10]([C:13]2[N:18]=[C:17]([C:19]#[N:20])[CH:16]=[CH:15][N:14]=2)[CH2:9][CH2:8]1)=[O:6].Cl.[OH:24][NH2:25].C(=O)([O-])[O-].[K+].[K+]>C(O)C>[NH2:20][C:19](=[N:25][OH:24])[C:17]1[CH:16]=[CH:15][N:14]=[C:13]([N:10]2[CH2:9][CH2:8][N:7]([C:5](=[O:6])[CH2:4][CH2:3][C:2]([CH3:22])([CH3:21])[CH3:1])[CH2:12][CH2:11]2)[N:18]=1 |f:1.2,3.4.5|. Product: NC(C1=NC(=NC=C1)N1CCN(CC1)C(CCC(C)(C)C)=O)=NO (1-{4-[amino(hydroxyimino)methyl]pyrimidin-2-yl}-4-(4,4-dimethylpentanoyl)piperazine). Yield: 79.4%. Starting materials: C(C)(C)(C)OC(=O)N[C@@H](CC=1C=C(C=CC1)CC=CC=1N(C2=CC=CC=C2C1CC(=O)OCC)C(=O)OC(C)(C)C)C(=O)N(C)C1=CC=C(C=C1)OC ((5)-tert-butyl 2-(3-(3-(2-(tert-butoxycarbonylamino)-3-((4-methoxyphenyl)(methyl)amino)-3-oxopropyl)phenyl)prop-1-enyl)-3-(2-ethoxy-2-oxoethyl)-1H-indole-1-carboxylate). The reagents and catalysts are [Pd] (palladium on carbon). Solvent: C(C)O (ethanol), CCOC(=O)C (EtOAc). Conditions: time 3 hour. The product is N[C@@H](CC=1C=C(C=CC1)CCCC=1NC2=CC=CC=C2C1CC(=O)O)C(=O)N(C)C1=CC=C(C=C1)OC ((S)-2-(2-(3-(3-(2-amino-3-((4-methoxyphenyl)(methyl)amino)-3-oxopropyl)phenyl)propyl)-1H-indol-3-yl)acetic acid). Reaction SMILES: C(OC([NH:8][C@H:9]([C:42]([N:44]([C:46]1[CH:51]=[CH:50][C:49]([O:52][CH3:53])=[CH:48][CH:47]=1)[CH3:45])=[O:43])[CH2:10][C:11]1[CH:12]=[C:13]([CH2:17][CH:18]=[CH:19][C:20]2[N:21](C(OC(C)(C)C)=O)[C:22]3[C:27]([C:28]=2[CH2:29][C:30]([O:32]CC)=[O:31])=[CH:26][CH:25]=[CH:24][CH:23]=3)[CH:14]=[CH:15][CH:16]=1)=O)(C)(C)C>[Pd].C(O)C.CCOC(C)=O>[NH2:8][C@H:9]([C:42]([N:44]([C:46]1[CH:47]=[CH:48][C:49]([O:52][CH3:53])=[CH:50][CH:51]=1)[CH3:45])=[O:43])[CH2:10][C:11]1[CH:12]=[C:13]([CH2:17][CH2:18][CH2:19][C:20]2[NH:21][C:22]3[C:27]([C:28]=2[CH2:29][C:30]([OH:32])=[O:31])=[CH:26][CH:25]=[CH:24][CH:23]=3)[CH:14]=[CH:15][CH:16]=1. Procedure details: A suspension of (5)-tert-butyl 2-(3-(3-(2-(tert-butoxycarbonylamino)-3-((4-methoxyphenyl)(methyl)amino)-3-oxopropyl)phenyl)prop-1-enyl)-3-(2-ethoxy-2-oxoethyl)-1H-indole-1-carboxylate (178 mg, 0.24 mmol) and palladium on carbon (134 mg, 10%) in 2.5 ml of ethanol and 2.5 ml of EtOAc, was degassed with nitrogen. The reaction was stirred at room temperature for 3 hours under an atmosphere of H2 at 1 atm. The suspension was purged with nitrogen and filtered through celite. The filtrate was concentra...